The task is: describe an organic reaction: reactants, conditions, products, and yield. This data is from the Open Reaction Database (ORD), a public repository of structured organic reaction records. Starting materials: ClC(Cl)Cl, O=c1cc(O)c2ccc(Cl)cc2o1, O=[N+]([O-])O. The product is O=c1oc2cc(Cl)ccc2c(O)c1[N+](=O)[O-]. As a reaction SMILES: [CH:18]([Cl:19])([Cl:20])[Cl:21].[Cl:5][c:6]1[cH:7][cH:8][c:9]2[c:10]([OH:17])[cH:11][c:12](=[O:16])[o:13][c:14]2[cH:15]1.[OH:1][N+:2]([O-:3])=[O:4]>>[O-:1][N+:2](=[O:4])[c:11]1[c:10]([OH:17])[c:9]2[cH:8][cH:7][c:6]([Cl:5])[cH:15][c:14]2[o:13][c:12]1=[O:16]. The reactants are O=C([O-])[O-], CN1CCN(C)C1=O, CCOC(C)=O, CC(C)(C)OC(=O)N1CCC(CCCOS(C)(=O)=O)CC1, Cl, Cl, [Cs+], [Cs+], [I-], c1ccc2c(N3CCNCC3)nccc2c1, [Na+]. Product: CC(C)(C)OC(=O)N1CCC(CCCN2CCN(c3nccc4ccccc34)CC2)CC1. RXN SMILES: [C:48](=[O:49])([O-:50])[O-:51].[CH3:1][N:2]1[CH2:3][CH2:4][N:5]([CH3:6])[C:7]1=[O:8].[CH3:56][CH2:57][O:58][C:59]([CH3:60])=[O:61].[CH3:9][S:10]([O:11][CH2:14][CH2:15][CH2:16][CH:17]1[CH2:18][CH2:19][N:20]([C:23](=[O:24])[O:25][C:26]([CH3:27])([CH3:28])[CH3:29])[CH2:21][CH2:22]1)(=[O:12])=[O:13].[ClH:30].[ClH:31].[Cs+:52].[Cs+:53].[I-:55].[N:32]1([c:38]2[n:39][cH:40][cH:41][c:42]3[cH:43][cH:44][cH:45][cH:46][c:47]23)[CH2:33][CH2:34][NH:35][CH2:36][CH2:37]1.[Na+:54]>>[CH2:14]([CH2:15][CH2:16][CH:17]1[CH2:18][CH2:19][N:20]([C:23](=[O:24])[O:25][C:26]([CH3:27])([CH3:28])[CH3:29])[CH2:21][CH2:22]1)[N:35]1[CH2:34][CH2:33][N:32]([c:38]2[n:39][cH:40][cH:41][c:42]3[cH:43][cH:44][cH:45][cH:46][c:47]23)[CH2:37][CH2:36]1. Reactants: CCO, [H][H], [N-]=[N+]=NCc1n[nH]nc1-c1ccc(Cl)cc1C(=O)c1ccccc1. Product: Clc1ccc2c(c1)C(c1ccccc1)=NCc1n[nH]nc1-2. RXN SMILES: [CH3:27][CH2:28][OH:29].[H:25][H:26].[N:1](=[N+:3]=[N-:24])[CH2:4][c:5]1[n:6][nH:7][n:8][c:9]1-[c:10]1[c:11]([C:17](=[O:2])[c:18]2[cH:19][cH:20][cH:21][cH:22][cH:23]2)[cH:12][c:13]([Cl:16])[cH:14][cH:15]1>>[N:1]1=[C:17]([c:18]2[cH:19][cH:20][cH:21][cH:22][cH:23]2)[c:11]2[c:10]([cH:15][cH:14][c:13]([Cl:16])[cH:12]2)-[c:9]2[c:5]([n:6][nH:7][n:8]2)[CH2:4]1. The reactants are ClC1=C(C(=O)CC#N)C=C(C(=C1)Cl)F (2,4-dichloro-5-fluoro-benzoyl-acetonitrile), methyl o-formate, C(C)(=O)OC(C)=O (acetic anhydride). Conditions: temperature 150 celsius. Product: ClC1=C(C(=O)C(C#N)=COC)C=C(C(=C1)Cl)F (2-(2,4-dichloro-5-fluorobenzoyl)3-methoxy-acrylonitrile). The yield is 98.8%. As a reaction SMILES: [Cl:1][C:2]1[CH:12]=[C:11]([Cl:13])[C:10]([F:14])=[CH:9][C:3]=1[C:4]([CH2:6][C:7]#[N:8])=[O:5].[C:15]([O:18][C:19](=O)C)(=O)C>>[Cl:1][C:2]1[CH:12]=[C:11]([Cl:13])[C:10]([F:14])=[CH:9][C:3]=1[C:4]([C:6](=[CH:15][O:18][CH3:19])[C:7]#[N:8])=[O:5]. Procedure details: A mixture of 21 g of 2,4-dichloro-5-fluoro-benzoyl-acetonitrile, 19.2 g of methyl o-formate and 23.1 g of acetic anhydride is refluxed at a bath temperature of 150° C. for 3 hours. The volatile constituents are then distilled off under a waterpump vacuum and finally under a fine vacuum at a bath temperature of 120° C. 24.5 g (99%) of 2-(2,4-dichloro-5-fluorobenzoyl)3-methoxy-acrylonitrile are obtained. A sample recrystallized from toluene gives colorless crystals of melting point 159° C.